Dataset: the Open Reaction Database (ORD), a public repository of structured organic reaction records. Task: describe an organic reaction: reactants, conditions, products, and yield The yield is 85.3%. Reported procedure: A mixture of tert-butyl 9-bromo-2,3-dihydro-1,4-benzoxazepine-4(5H)-carboxylate (200 mg, 0.605 mmol), a solution of cyclohexen-1-ylboronic acid (115 mg, 0.912 mmol) in ethanol (0.7 ml), 2N aqueous sodium carbonate solution (2.5 ml), and tetrakis(triphenylphosphine)palladium(0) (84.0 mg, 0.0730 mmol) in toluene (5 ml) was stirred under a nitrogen atmosphere at 95° C. for 12 hr. The reaction mixture was poured into water, and the mixture was extracted with ethyl acetate. The extract was washed wit... The product is C1(=CCCCC1)C1=CC=CC=2CN(CCOC21)C(=O)OC(C)(C)C (tert-butyl 9-(cyclohexa-1-en-1-yl)-2,3-dihydro-1,4-benzoxazepine-4(5H)-carboxylate). Solvent: C(C)O (ethanol), C([O-])([O-])=O.[Na+].[Na+] (sodium carbonate), C1(=CC=CC=C1)C (toluene). Reaction SMILES: Br[C:2]1[C:12]2[O:11][CH2:10][CH2:9][N:8]([C:13]([O:15][C:16]([CH3:19])([CH3:18])[CH3:17])=[O:14])[CH2:7][C:6]=2[CH:5]=[CH:4][CH:3]=1.[C:20]1(B(O)O)[CH2:25][CH2:24][CH2:23][CH2:22][CH:21]=1.O>C(O)C.C(=O)([O-])[O-].[Na+].[Na+].C1(C)C=CC=CC=1.C1C=CC([P]([Pd]([P](C2C=CC=CC=2)(C2C=CC=CC=2)C2C=CC=CC=2)([P](C2C=CC=CC=2)(C2C=CC=CC=2)C2C=CC=CC=2)[P](C2C=CC=CC=2)(C2C=CC=CC=2)C2C=CC=CC=2)(C2C=CC=CC=2)C2C=CC=CC=2)=CC=1>[C:20]1([C:2]2[C:12]3[O:11][CH2:10][CH2:9][N:8]([C:13]([O:15][C:16]([CH3:19])([CH3:18])[CH3:17])=[O:14])[CH2:7][C:6]=3[CH:5]=[CH:4][CH:3]=2)[CH2:25][CH2:24][CH2:23][CH2:22][CH:21]=1 |f:4.5.6,^1:49,51,70,89|. Reactants: BrC1=CC=CC=2CN(CCOC21)C(=O)OC(C)(C)C (tert-butyl 9-bromo-2,3-dihydro-1,4-benzoxazepine-4(5H)-carboxylate), O (water), C1(=CCCCC1)B(O)O (cyclohexen-1-ylboronic acid). Reagents/catalysts: C=1C=CC(=CC1)[P](C=2C=CC=CC2)(C=3C=CC=CC3)[Pd]([P](C=4C=CC=CC4)(C=5C=CC=CC5)C=6C=CC=CC6)([P](C=7C=CC=CC7)(C=8C=CC=CC8)C=9C=CC=CC9)[P](C=1C=CC=CC1)(C=1C=CC=CC1)C=1C=CC=CC1 (tetrakis(triphenylphosphine)palladium(0)).